The task is: describe an organic reaction: reactants, conditions, products, and yield. This data is from the Open Reaction Database (ORD), a public repository of structured organic reaction records. Reactants: CS(=O)(=O)C1=C(C=CC=C1)O (2-(methylsulfonyl)phenol), BrC(C(=O)OCC)(C)C (ethyl 2-bromo-2-methylpropanoate), C(=O)([O-])[O-].[K+].[K+] (K2CO3). Run in CC#N (CH3CN). The product is CS(=O)(=O)C1=C(OCC(=O)OCC)C=CC=C1 (ethyl 2-(2-(methylsulfonyl)phenoxy)acetate). RXN SMILES: [CH3:1][S:2]([C:5]1[CH:10]=[CH:9][CH:8]=[CH:7][C:6]=1[OH:11])(=[O:4])=[O:3].Br[C:13](C)(C)[C:14]([O:16][CH2:17][CH3:18])=[O:15].C([O-])([O-])=O.[K+].[K+]>CC#N>[CH3:1][S:2]([C:5]1[CH:10]=[CH:9][CH:8]=[CH:7][C:6]=1[O:11][CH2:13][C:14]([O:16][CH2:17][CH3:18])=[O:15])(=[O:3])=[O:4] |f:2.3.4|. Procedure: To a solution of 2-(methylsulfonyl)phenol (200 mg, 1.16 mmol) in CH3CN (10 mL) was added ethyl 2-bromo-2-methylpropanoate (232 mg, 1.39 mmol) and K2CO3 (690 mg, 5 mmol) at 25° C. The mixture was refluxed for 16 h and then quenched by addition of water (100 mL). The resulting mixture was extracted with ethyl acetate (2×50 mL). The combined organic layers were washed with brine (30 mL), dried over Na2SO4 and concentrated to give the title compound which was used in next step without further purifi... The reactants are CC1=NC(=CC=C1CO)C ((2,6-dimethylpyridin-3-yl)methanol), C(CCC)P(CCCC)CCCC (tri-n-butylphosphine), C1CCN(CC1)C(=O)N=NC(=O)N2CCCCC2 (ADDP), COC(CC1=CSC2=C1C(=CC(=C2)O)Cl)=O (methyl(4-chloro-6-hydroxy-1-benzothiophen-3-yl)acetate). Run in C1CCOC1 (THF). Reaction conditions: time 12 hour. The product is COC(CC1=CSC2=C1C(=CC(=C2)OCC=2C(=NC(=CC2)C)C)Cl)=O (Methyl(4-chloro-6-((2,6-dimethylpyridin-3-yl)methoxy)-1-benzothiophen-3-yl)acetate). The yield is 86.3%. Reaction SMILES: [CH3:1][O:2][C:3](=[O:16])[CH2:4][C:5]1[C:9]2[C:10]([Cl:15])=[CH:11][C:12]([OH:14])=[CH:13][C:8]=2[S:7][CH:6]=1.[CH3:17][C:18]1[C:23]([CH2:24]O)=[CH:22][CH:21]=[C:20]([CH3:26])[N:19]=1.C(P(CCCC)CCCC)CCC.C1CCN(C(N=NC(N2CCCCC2)=O)=O)CC1>C1COCC1>[CH3:1][O:2][C:3](=[O:16])[CH2:4][C:5]1[C:9]2[C:10]([Cl:15])=[CH:11][C:12]([O:14][CH2:24][C:23]3[C:18]([CH3:17])=[N:19][C:20]([CH3:26])=[CH:21][CH:22]=3)=[CH:13][C:8]=2[S:7][CH:6]=1. Procedure details: To a mixture of methyl(4-chloro-6-hydroxy-1-benzothiophen-3-yl)acetate (110 mg) and THF (dry) (5 mL) were added (2,6-dimethylpyridin-3-yl)methanol (58.8 mg), tri-n-butylphosphine (0.159 mL) and ADDP (130 mg) at room temperature. The mixture was stirred at room temperature for 12 h. The insoluble material was removed by filtration and the filtrate was concentrated in vacuo. The residue was purified by silica gel column chromatography (EtOAc/hexane) to give the title compound (139 mg). Reactants: CCCCCC (hexane), ice water, OC(C#C)COC1=CC=C(C=C1)F (3-hydroxy-4-p-fluorophenoxy-1-butyne), N1C=NC=C1 (imidazole), Cl[Si](C)(C)C (chlorotrimethylsilane). Run in CN(C=O)C (dimethylformamide). The product is FC1=CC=C(OCC(C#C)O[Si](C)(C)C)C=C1 (4-p-fluorophenoxy-3-trimethylsilyloxy-1-butyne). Isolated yield 87.9%. RXN SMILES: [OH:1][CH:2]([CH2:5][O:6][C:7]1[CH:12]=[CH:11][C:10]([F:13])=[CH:9][CH:8]=1)[C:3]#[CH:4].N1C=CN=C1.Cl[Si:20]([CH3:23])([CH3:22])[CH3:21].CCCCCC>CN(C)C=O>[F:13][C:10]1[CH:9]=[CH:8][C:7]([O:6][CH2:5][CH:2]([O:1][Si:20]([CH3:23])([CH3:22])[CH3:21])[C:3]#[CH:4])=[CH:12][CH:11]=1. Reported procedure: To a 0° C. solution of 10 g (55 mmoles) of 3-hydroxy-4-p-fluorophenoxy-1-butyne (Example 157) in 75 ml of dry dimethylformamide and 88 g (130 mmoles) of imidazole is added dropwise, with stirring, 7.5 g (68 mmoles) of chlorotrimethylsilane. The mixture, while under an argon atmosphere, is stirred at room temperature for 18 hours, and then poured into 150 ml of hexane and 100 ml of ice-water. The organic phase is separated, washed with 50 ml of a brine solution, dried with magnesium sulfate, and ... The reactants are BrCCCC1=CNC2=CC=C(C=C12)[N+](=O)[O-] (3-[3-bromopropyl]-5-nitro-1H-indole), N1=C(C=CC=C1)N1CCNCC1 (1-(2-pyridinyl)-piperazine), C(=O)([O-])[O-].[K+].[K+] (K2CO3). Solvent: C(C)#N (acetonitrile). Yields the product N1=C(C=CC=C1)N1CCN(CC1)CCCC1=CNC2=CC=C(C=C12)[N+](=O)[O-] (3-[3-[4-(2-pyridinyl)-1-piperazinyl]propyl]-5-nitro-1H-indole). Isolated yield 39.1%. Reaction SMILES: Br[CH2:2][CH2:3][CH2:4][C:5]1[C:13]2[C:8](=[CH:9][CH:10]=[C:11]([N+:14]([O-:16])=[O:15])[CH:12]=2)[NH:7][CH:6]=1.[N:17]1[CH:22]=[CH:21][CH:20]=[CH:19][C:18]=1[N:23]1[CH2:28][CH2:27][NH:26][CH2:25][CH2:24]1.C([O-])([O-])=O.[K+].[K+]>C(#N)C>[N:17]1[CH:22]=[CH:21][CH:20]=[CH:19][C:18]=1[N:23]1[CH2:24][CH2:25][N:26]([CH2:2][CH2:3][CH2:4][C:5]2[C:13]3[C:8](=[CH:9][CH:10]=[C:11]([N+:14]([O-:16])=[O:15])[CH:12]=3)[NH:7][CH:6]=2)[CH2:27][CH2:28]1 |f:2.3.4|. Reported procedure: A mixture of 3-[3-bromopropyl]-5-nitro-1H-indole (1.4 g, 4.2 mmol), 1-(2-pyridinyl)-piperazine, (0.98 g, 5.09 mmol) and K2CO3 (1.4 g, 10.2 mmol) in 30 mL of acetonitrile was heated to reflux for 4 h. The reaction mixture was cooled, the solvent was removed and the residue dissolved in ethyl acetate and water. The aqueous layer was separated and extracted with ethyl acetate. The organic extracts were dried (MgSO4) and concentrated, and the gummy residue purified by flash silica gel chromatography... The reactants are NC=1SC(=NN1)C(F)(F)F (2-amino-5-trifluoromethyl-1,3,4-thiadiazole), Br (hydrogen bromide), N(=O)[O-].[Na+] (sodium nitrite). Run in O (water), O (water). The product is BrC=1SC(=NN1)C(F)(F)F (2-bromo-5-trifluoromethyl-1,3,4-thiadiazole). Yield: 87.0%. As a reaction SMILES: N([O-])=O.[Na+].N[C:6]1[S:7][C:8]([C:11]([F:14])([F:13])[F:12])=[N:9][N:10]=1.[BrH:15]>O>[Br:15][C:6]1[S:7][C:8]([C:11]([F:14])([F:13])[F:12])=[N:9][N:10]=1 |f:0.1|. Reported procedure: A solution of 69 g (1.0 mole) of sodium nitrite in 150 ml of water was added dropwise over the course of 1.5 hours, while stirring, to a solution, cooled to +5° C, of 84.5 g (0.5 mole) of 2-amino-5-trifluoromethyl-1,3,4-thiadiazole in a mixture of 400 ml of hydrogen bromide (48% strength) and 100 ml of water. Thereafter, the evolution of the nitrous gases and of the nitrogen was completed by stirring at 25° C (1 hour). The product separated out as a dark brown, heavy liquid and was abstracted fr... Reactants: C, CCC(O)(CC)Cc1ccc(NC(=O)OCc2ccccc2)cc1, C1CCOC1, [Pd]. Product: CCC(O)(CC)Cc1ccc(N)cc1. Reaction SMILES: [C:25].[CH2:1]([CH3:2])[C:3]([CH2:4][c:5]1[cH:6][cH:7][c:8]([NH:11][C:12](=[O:13])[O:14][CH2:15][c:16]2[cH:17][cH:18][cH:19][cH:20][cH:21]2)[cH:9][cH:10]1)([CH2:22][CH3:23])[OH:24].[O:27]1[CH2:28][CH2:29][CH2:30][CH2:31]1.[Pd:26]>>[CH2:1]([CH3:2])[C:3]([CH2:4][c:5]1[cH:6][cH:7][c:8]([NH2:11])[cH:9][cH:10]1)([CH2:22][CH3:23])[OH:24]. Procedure details: Hydrazine hydrate (72 mg, 1.44 mmol) was added to a solution of 4-(4-chlorophenyl)-5-[4-(methylthio)phenyl]pentane-2,5-dione (317 mg, 0.953 mmol) in ethanol (6 ml), and the resulting mixture was stirred for 7 hours at a bath temperature of 80° C. Water was added to the reaction mixture, followed by extraction with ethyl acetate. The extract was washed successively with water and brine, and was then dried over anhydrous sodium sulfate. The solvent was distilled off and the residue (320 mg) was di... Reactants: O.NN (Hydrazine hydrate), ClC1=CC=C(C=C1)C(CC(C)=O)C(=O)C1=CC=C(C=C1)SC (4-(4-chlorophenyl)-5-[4-(methylthio)phenyl]pentane-2,5-dione), O (Water). Run in C(C)O (ethanol). Reaction conditions: temperature 80 celsius, time 7 hour. Reaction SMILES: O.[NH2:2][NH2:3].[Cl:4][C:5]1[CH:10]=[CH:9][C:8]([CH:11]([C:16]([C:18]2[CH:23]=[CH:22][C:21]([S:24][CH3:25])=[CH:20][CH:19]=2)=O)[CH2:12][C:13](=O)[CH3:14])=[CH:7][CH:6]=1.O>C(O)C>[Cl:4][C:5]1[CH:10]=[CH:9][C:8]([C:11]2[CH:12]=[C:13]([CH3:14])[N:3]=[N:2][C:16]=2[C:18]2[CH:23]=[CH:22][C:21]([S:24][CH3:25])=[CH:20][CH:19]=2)=[CH:7][CH:6]=1 |f:0.1|. The product is ClC1=CC=C(C=C1)C1=C(N=NC(=C1)C)C1=CC=C(C=C1)SC (4-(4-chlorophenyl)-6-methyl-3-[4(methylthio)phenyl]pyridazine). Isolated yield 64.4%.